From a dataset of the Open Reaction Database (ORD), a public repository of structured organic reaction records. describe an organic reaction: reactants, conditions, products, and yield Starting materials: CCCCCCCc1ccc(-c2ccc(C(=O)O)cc2)cc1, CCN=C=NCCCN(C)C, ClCCl, Cl, O, On1nnc2ccccc21. The product is CCCCCCCc1ccc(-c2ccc(C(=O)n3n[n+]([O-])c4ccccc43)cc2)cc1. RXN SMILES: [CH2:11]([CH2:12][CH2:13][CH2:14][CH2:15][CH2:16][CH3:17])[c:18]1[cH:19][cH:20][c:21](-[c:24]2[cH:25][cH:26][c:27]([C:28](=[O:29])[OH:30])[cH:31][cH:32]2)[cH:22][cH:23]1.[CH2:34]([N:35]=[C:36]=[N:37][CH2:38][CH2:39][CH2:40][N:41]([CH3:42])[CH3:43])[CH3:44].[Cl:46][CH2:47][Cl:48].[ClH:33].[OH2:45].[OH:1][n:2]1[n:3][n:4][c:5]2[c:6]1[cH:7][cH:8][cH:9][cH:10]2>>[O-:1][n+:2]1[n:3][n:4]([C:28]([c:27]2[cH:26][cH:25][c:24](-[c:21]3[cH:20][cH:19][c:18]([CH2:11][CH2:12][CH2:13][CH2:14][CH2:15][CH2:16][CH3:17])[cH:23][cH:22]3)[cH:32][cH:31]2)=[O:29])[c:5]2[c:6]1[cH:7][cH:8][cH:9][cH:10]2. Reactants: CCOC(=O)C(C#N)c1cccc(Sc2ccccc2Cl)c1OC, CI, CN(C)C=O, [H-], [Na+], O. Yields the product CCOC(=O)C(C)(C#N)c1cccc(Sc2ccccc2Cl)c1OC. Reaction SMILES: [C:1](#[N:2])[CH:3]([C:4](=[O:5])[O:6][CH2:7][CH3:8])[c:9]1[c:10]([O:23][CH3:24])[c:11]([S:15][c:16]2[c:17]([Cl:22])[cH:18][cH:19][cH:20][cH:21]2)[cH:12][cH:13][cH:14]1.[CH3:27][I:28].[CH3:30][N:31]([CH3:32])[CH:33]=[O:34].[H-:25].[Na+:26].[OH2:29]>>[C:1](#[N:2])[C:3]([C:4](=[O:5])[O:6][CH2:7][CH3:8])([c:9]1[c:10]([O:23][CH3:24])[c:11]([S:15][c:16]2[c:17]([Cl:22])[cH:18][cH:19][cH:20][cH:21]2)[cH:12][cH:13][cH:14]1)[CH3:27].